From a dataset of the Open Reaction Database (ORD), a public repository of structured organic reaction records. describe an organic reaction: reactants, conditions, products, and yield Reactants: [OH-].[Na+] (sodium hydroxide), C(C)(=O)OC(C)=O (acetic anhydride), C(=O)O (formic acid), FC1=CC(=C(C=C1)C(C)=O)NC (4'-Fluoro-2'-(methylamino)acetophenone). Run in O (Water). Conditions: time 110 minute. Product: C(C)(=O)C1=C(N(C=O)C)C=C(C=C1)F (2'-acetyl-5'-fluoro-N-methylformanilide). RXN SMILES: C(OC(=O)C)(=O)C.[CH:8]([OH:10])=O.[F:11][C:12]1[CH:17]=[CH:16][C:15]([C:18](=[O:20])[CH3:19])=[C:14]([NH:21][CH3:22])[CH:13]=1.[OH-].[Na+]>O>[C:18]([C:15]1[CH:16]=[CH:17][C:12]([F:11])=[CH:13][C:14]=1[N:21]([CH3:22])[CH:8]=[O:10])(=[O:20])[CH3:19] |f:3.4|. Procedure details: A mixture of acetic anhydride (26.5 ml) and formic acid (98%, 17.4 ml) was stirred at 50°-60° for 110 minutes and then cooled to ambient temperature. 4'-Fluoro-2'-(methylamino)acetophenone (19.9 g) was added and the mixture stirred overnight at ambient temperature. Water (90 ml) was added and the mixture stirred in an ice/ salt bath. Aqueous sodium hydroxide (specific gravity 1.5, 50 ml) was added dropwise over a period of 30 minutes whilst maintaining the temperature below 30°. The mixture was ... Reactants: C(=O)(O)C12CCC(CC1)(CC2)NCC(=O)N2[C@@H](C[C@@H](C2)F)C#N ((2S,4S)-1-[[N-(4-carboxybicyclo[2.2.2]oct-1-yl)amino]acetyl]-4-fluoropyrrolidine-2-carbonitrile), NC1=CC=C(C(=O)C2=CC=CC=C2)C=C1 (4-aminobenzophenone). Product: C(C1=CC=CC=C1)(=O)C1=CC=C(C=C1)NC(=O)C12CCC(CC1)(CC2)NCC(=O)N2[C@@H](C[C@@H](C2)F)C#N ((2S,4S)-1-[[N-[4-[N-(4-benzoylphenyl)amino]carbonylbicyclo[2.2.2]oct-1-yl]amino]acetyl]-4-fluoropyrrolidine-2-carbonitrile). Yield: 14.8%. Reaction SMILES: [C:1]([C:4]12[CH2:11][CH2:10][C:7]([NH:12][CH2:13][C:14]([N:16]3[CH2:20][C@@H:19]([F:21])[CH2:18][C@H:17]3[C:22]#[N:23])=[O:15])([CH2:8][CH2:9]1)[CH2:6][CH2:5]2)([OH:3])=O.[NH2:24][C:25]1[CH:38]=[CH:37][C:28]([C:29]([C:31]2[CH:36]=[CH:35][CH:34]=[CH:33][CH:32]=2)=[O:30])=[CH:27][CH:26]=1>>[C:29]([C:28]1[CH:27]=[CH:26][C:25]([NH:24][C:1]([C:4]23[CH2:9][CH2:8][C:7]([NH:12][CH2:13][C:14]([N:16]4[CH2:20][C@@H:19]([F:21])[CH2:18][C@H:17]4[C:22]#[N:23])=[O:15])([CH2:6][CH2:5]2)[CH2:10][CH2:11]3)=[O:3])=[CH:38][CH:37]=1)(=[O:30])[C:31]1[CH:32]=[CH:33][CH:34]=[CH:35][CH:36]=1. Reported procedure: In a similar manner to Example 63, (2S,4S)-1-[[N-(4-carboxybicyclo[2.2.2]oct-1-yl)amino]acetyl]-4-fluoropyrrolidine-2-carbonitrile (50.0 mg) and 4-aminobenzophenone (67.0 mg) were used to obtain (2S,4S)-1-[[N-[4-[N-(4-benzoylphenyl)amino]carbonylbicyclo[2.2.2]oct-1-yl]amino]acetyl]-4-fluoropyrrolidine-2-carbonitrile (11.5 mg).